Dataset: the Open Reaction Database (ORD), a public repository of structured organic reaction records. Task: describe an organic reaction: reactants, conditions, products, and yield Starting materials: CC(C)([O-])C.[K+] (potassium tert-butoxide), ClCC(=O)NCC(CO)O (2-chloro-N-(2,3-dihydroxypropyl) acetamide), CO (MeOH), O (H2O). Solvent: C(C)(C)(CC)O (tert-amyl alcohol), C(C)(C)(CC)O (tert-amyl alcohol). Reaction conditions: time 1 hour. Yields the product OCC1OCC(NC1)=O (6-(Hydroxymethyl)morpholin-3-one). The yield is 91.8%. Reaction SMILES: CC(C)([O-])C.[K+].Cl[CH2:8][C:9]([NH:11][CH2:12][CH:13]([OH:16])[CH2:14][OH:15])=[O:10].CO.O>C(O)(CC)(C)C>[OH:15][CH2:14][CH:13]1[CH2:12][NH:11][C:9](=[O:10])[CH2:8][O:16]1 |f:0.1|. Reported procedure: To a stirred solution of potassium tert-butoxide (23.4 g, 299.4 mmol) in 200 mL tert-amyl alcohol at room temperature was added 2-chloro-N-(2,3-dihydroxypropyl) acetamide (Step-1 of Intermediate-9) (20 g, 119.6 mmol) in 460 mL tert-amyl alcohol for 2 h under nitrogen atmosphere. After one hour, MeOH (100 mL) and H2O (3 mL) were added and further stirred for 20 min. The reaction mixture was concentrated under vacuum and purified by flash chromatography on silica gel with MeOH/EtOAc (20:80) to giv... Starting materials: CCCCCC(C)N=C=S, Cl, Nc1cc(Cl)sc1S(N)(=O)=O. The product is CCCCCC(C)NC(=S)NS(=O)(=O)c1sc(Cl)cc1N. RXN SMILES: [CH3:13][CH:14]([CH2:15][CH2:16][CH2:17][CH2:18][CH3:19])[N:20]=[C:21]=[S:22].[ClH:1].[NH2:2][c:3]1[c:4]([S:9](=[O:10])(=[O:11])[NH2:12])[s:5][c:6]([Cl:8])[cH:7]1>>[NH2:2][c:3]1[c:4]([S:9](=[O:10])(=[O:11])[NH:12][C:21]([NH:20][CH:14]([CH3:13])[CH2:15][CH2:16][CH2:17][CH2:18][CH3:19])=[S:22])[s:5][c:6]([Cl:8])[cH:7]1. Starting materials: N1=C(C=CC=C1)N1CCNCC1 (1-(2-pyridyl)piperazine), N=1NC(=C2CCCCC12)CCC(=O)O (3-(4,5,6,7-tetrahydro-2H-indazol-3-yl)propionic acid), ClC1=CC=C(C=C1)C1CCNCC1 (4-(4chlorophenyl)piperidine). The product is N1=C(C=CC=C1)N1CCN(CC1)CCCCC=1NN=C2CCCCC12 (3-(4-(4-(2-pyridyl)piperazin-1-yl)butyl)-4,5,6,7-tetrahydro-2H-indazole). Reaction SMILES: [N:1]1[CH:6]=[CH:5][CH:4]=[CH:3][C:2]=1[N:7]1[CH2:12][CH2:11][NH:10][CH2:9][CH2:8]1.[N:13]1[NH:14][C:15]([CH2:22][CH2:23][C:24](O)=O)=[C:16]2[C:21]=1[CH2:20][CH2:19][CH2:18][CH2:17]2.Cl[C:28]1C=CC(C2CCNCC2)=CC=1>>[N:1]1[CH:6]=[CH:5][CH:4]=[CH:3][C:2]=1[N:7]1[CH2:8][CH2:9][N:10]([CH2:28][CH2:24][CH2:23][CH2:22][C:15]2[NH:14][N:13]=[C:21]3[C:16]=2[CH2:17][CH2:18][CH2:19][CH2:20]3)[CH2:11][CH2:12]1. Procedure: In the same manner as in Example 102 except that 4-(4,5,6,7-tetrahydro-2H-indazol-3-yl)-n-butyric acid obtained in Starting Material Synthesis Example 3 and 1-(2-pyridyl)piperazine were used instead of 3-(4,5,6,7-tetrahydro-2H-indazol-3-yl)propionic acid obtained in Starting Material Synthesis Example 1 and 4-(4chlorophenyl)piperidine, 3-(4-(4-(2-pyridyl)piperazin-1-yl)butyl)-4,5,6,7-tetrahydro-2H-indazole was obtained. Reactants: COC(=O)C=1NC2=CC(=C(C=C2C1)OC)OCC1=CC=CC=C1 (methyl-6-(benzyloxy)-5-methoxyindole-2-carboxylate), [H-].[Al+3].[Li+].[H-].[H-].[H-] (lithium aluminum hydride), [OH-].[Na+] (sodium hydroxide), O (Water). Reagents/catalysts: [O-2].[O-2].[Mn+4] (manganese dioxide). Solvent: O1CCCC1 (tetrahydrofuran). Reaction conditions: time 20 minute. Product: C(C1=CC=CC=C1)OC1=C(C=C2C=C(NC2=C1)C=O)OC (6-(Benzyloxy)-5-methoxy-1H-indole-2-carbaldehyde). Yield: 81.7%. Reaction SMILES: C[O:2][C:3]([C:5]1[NH:6][C:7]2[C:12]([CH:13]=1)=[CH:11][C:10]([O:14][CH3:15])=[C:9]([O:16][CH2:17][C:18]1[CH:23]=[CH:22][CH:21]=[CH:20][CH:19]=1)[CH:8]=2)=O.[H-].[Al+3].[Li+].[H-].[H-].[H-].O.[OH-].[Na+]>O1CCCC1.[O-2].[O-2].[Mn+4]>[CH2:17]([O:16][C:9]1[CH:8]=[C:7]2[C:12]([CH:13]=[C:5]([CH:3]=[O:2])[NH:6]2)=[CH:11][C:10]=1[O:14][CH3:15])[C:18]1[CH:19]=[CH:20][CH:21]=[CH:22][CH:23]=1 |f:1.2.3.4.5.6,8.9,11.12.13|. Procedure details: To a solution of the ester (56) (1.0 g, 3.22 mmol) prepared as described in example 248 in tetrabydrofuran (10 mL) was added a suspension of lithium aluminum hydride (0.150 g, 3.86 mmol) in tetrahydrofuran (10 mL) dropwise, the reaction mixture was stirred at room temperature for 20 min. Water (1 mL) was added dropwise and then dilute sodium hydroxide (1 mL) was added, the solution was stirred for 10 min and then filtered through Celite and concentrated. The resulting yellow oil was dissolved in... Starting materials: C(C)(=O)OCC(CO[N+](=O)[O-])O[N+](=O)[O-] (2,3-bis(nitrooxy)propyl acetate), [OH-].[Na+] (NaOH). The solvent is C(C)O (ethanol). Run at temperature 0 celsius, time 15 minute. Product: [N+](=O)(OCC(CO)O[N+](=O)[O-])[O-] (3-hydroxypropane-1,2-diyl dinitrate). As a reaction SMILES: C([O:4][CH2:5][CH:6]([O:12][N+:13]([O-:15])=[O:14])[CH2:7][O:8][N+:9]([O-:11])=[O:10])(=O)C.[OH-].[Na+]>C(O)C>[N+:9]([O-:11])([O:8][CH2:7][CH:6]([O:12][N+:13]([O-:15])=[O:14])[CH2:5][OH:4])=[O:10] |f:1.2|. Reported procedure: To a solution of 2.5 g of 2,3-bis(nitrooxy)propyl acetate in 25 mL of ethanol at 0. ° C. was added 469 mg of crushed NaOH powder. The reaction was stirred at 0° C. for 15 min upon which a cloudy suspension had formed. The resulting mixture was then poured onto ice cold 5% HCl and then extracted 3× with ether. The organics were combined and evaporated to remove most of the ethanol. The oil was then redissolved in ether, dried (Na2SO4), filtered and concentrated in vacuo to give a pale yellow oil ... Reactants: [Br-], CC(C)(C)OC(=O)NC1CCNCC1, CC#N, CCN(C(C)C)C(C)C, CC[N+](CC)(CC)Cc1ccn2ncnc(Nc3ccc(F)c(Cl)c3)c12, Cl, O. Yields the product CC(C)(C)OC(=O)NC1CCN(Cc2ccn3ncnc(Nc4ccc(F)c(Cl)c4)c23)CC1. Reaction SMILES: [Br-:16].[C:1]([CH3:2])([CH3:3])([CH3:4])[O:5][C:6]([NH:7][CH:8]1[CH2:9][CH2:10][NH:11][CH2:12][CH2:13]1)=[O:14].[CH3:53][C:54]#[N:55].[CH:43]([N:44]([CH2:45][CH3:46])[CH:47]([CH3:48])[CH3:49])([CH3:50])[CH3:51].[Cl:17][c:18]1[cH:19][c:20]([NH:25][c:26]2[n:27][cH:28][n:29][n:30]3[c:31]2[c:32]([CH2:35][N+:36]([CH2:37][CH3:38])([CH2:39][CH3:40])[CH2:41][CH3:42])[cH:33][cH:34]3)[cH:21][cH:22][c:23]1[F:24].[ClH:15].[OH2:52]>>[C:1]([CH3:2])([CH3:3])([CH3:4])[O:5][C:6]([NH:7][CH:8]1[CH2:9][CH2:10][N:11]([CH2:35][c:32]2[c:31]3[c:26]([NH:25][c:20]4[cH:19][c:18]([Cl:17])[c:23]([F:24])[cH:22][cH:21]4)[n:27][cH:28][n:29][n:30]3[cH:34][cH:33]2)[CH2:12][CH2:13]1)=[O:14].